Dataset: the Open Reaction Database (ORD), a public repository of structured organic reaction records. Task: describe an organic reaction: reactants, conditions, products, and yield The reactants are C1CCOC1, C[Si](C)(C)N=[N+]=[N-], CCO, CCN(C(C)C)C(C)C, O=C1Nc2ccc([N+](=O)[O-])c(F)c2C1=Cc1ccc[nH]1. The product is [N-]=[N+]=Nc1c([N+](=O)[O-])ccc2c1C(=Cc1ccc[nH]1)C(=O)N2. As a reaction SMILES: [CH2:37]1[O:38][CH2:39][CH2:40][CH2:41]1.[CH3:30][Si:31]([CH3:32])([CH3:33])[N:34]=[N+:35]=[N-:36].[CH3:42][CH2:43][OH:44].[CH:21]([N:22]([CH2:23][CH3:24])[CH:25]([CH3:26])[CH3:27])([CH3:28])[CH3:29].[F:1][c:2]1[c:3]2[c:7]([cH:8][cH:9][c:10]1[N+:11](=[O:12])[O-:13])[NH:6][C:5](=[O:14])[C:4]2=[CH:15][c:16]1[nH:17][cH:18][cH:19][cH:20]1>>[c:2]1([N:34]=[N+:35]=[N-:36])[c:3]2[c:7]([cH:8][cH:9][c:10]1[N+:11](=[O:12])[O-:13])[NH:6][C:5](=[O:14])[C:4]2=[CH:15][c:16]1[nH:17][cH:18][cH:19][cH:20]1. The reactants are Cc1c(Br)ccc2c1NC(=O)C2=O, COCCOC, [Na+], O=C([O-])O, O, OB(O)c1ccccc1, c1ccc(P(c2ccccc2)(c2ccccc2)[Pd](P(c2ccccc2)(c2ccccc2)c2ccccc2)(P(c2ccccc2)(c2ccccc2)c2ccccc2)P(c2ccccc2)(c2ccccc2)c2ccccc2)cc1. The product is Cc1c(-c2ccccc2)ccc2c1NC(=O)C2=O. As a reaction SMILES: [Br:1][c:2]1[cH:3][cH:4][c:5]2[c:9]([c:10]1[CH3:11])[NH:8][C:7](=[O:12])[C:6]2=[O:13].[CH3:28][O:29][CH2:30][CH2:31][O:32][CH3:33].[Na+:27].[O-:23][C:24]([OH:25])=[O:26].[OH2:34].[OH:14][B:15]([OH:16])[c:17]1[cH:18][cH:19][cH:20][cH:21][cH:22]1.[cH:35]1[cH:36][cH:37][c:38]([P:39]([Pd:40]([P:41]([c:42]2[cH:43][cH:44][cH:45][cH:46][cH:47]2)([c:48]2[cH:49][cH:50][cH:51][cH:52][cH:53]2)[c:54]2[cH:55][cH:56][cH:57][cH:58][cH:59]2)([P:60]([c:61]2[cH:62][cH:63][cH:64][cH:65][cH:66]2)([c:67]2[cH:68][cH:69][cH:70][cH:71][cH:72]2)[c:73]2[cH:74][cH:75][cH:76][cH:77][cH:78]2)[P:79]([c:80]2[cH:81][cH:82][cH:83][cH:84][cH:85]2)([c:86]2[cH:87][cH:88][cH:89][cH:90][cH:91]2)[c:92]2[cH:93][cH:94][cH:95][cH:96][cH:97]2)([c:98]2[cH:99][cH:100][cH:101][cH:102][cH:103]2)[c:104]2[cH:105][cH:106][cH:107][cH:108][cH:109]2)[cH:110][cH:111]1>>[c:2]1(-[c:17]2[cH:18][cH:19][cH:20][cH:21][cH:22]2)[cH:3][cH:4][c:5]2[c:9]([c:10]1[CH3:11])[NH:8][C:7](=[O:12])[C:6]2=[O:13]. Starting materials: CNC, CCOC(=O)C(=O)c1csc(Cl)n1, C1CCOC1, O, c1ccccc1. The product is CCOC(=O)C(=O)c1csc(N(C)C)n1. As a reaction SMILES: [CH3:7][NH:8][CH3:9].[Cl:10][c:11]1[s:12][cH:13][c:14]([C:16]([C:17](=[O:18])[O:19][CH2:20][CH3:21])=[O:22])[n:15]1.[O:23]1[CH2:24][CH2:25][CH2:26][CH2:27]1.[OH2:28].[cH:1]1[cH:2][cH:3][cH:4][cH:5][cH:6]1>>[CH3:7][N:8]([CH3:9])[c:11]1[s:12][cH:13][c:14]([C:16]([C:17](=[O:18])[O:19][CH2:20][CH3:21])=[O:22])[n:15]1.